This data is from the Open Reaction Database (ORD), a public repository of structured organic reaction records. The task is: describe an organic reaction: reactants, conditions, products, and yield Reactants: NC1=NC(=C2N=CN(C2=N1)[C@@H]1O[C@@H](OC1)CO)Cl ([4(R)-(2-Amino-6-chloro-purin-9-yl)-[1,3]dioxolan-2(R)-yl]-methanol), C1(CC1)N (cyclopropylamine). Run in C(C)O (ethanol). Reaction conditions: temperature 0 celsius. Yields the product NC1=NC(=C2N=CN(C2=N1)[C@@H]1O[C@@H](OC1)CO)NC1CC1 ([4(R)-(2-Amino-6-cyclopropylamino-purin-9-yl)-[1,3]dioxolan-2(R)-yl]-methanol). Yield: 76.0%. As a reaction SMILES: [NH2:1][C:2]1[N:10]=[C:9]2[C:5]([N:6]=[CH:7][N:8]2[C@H:11]2[CH2:15][O:14][C@@H:13]([CH2:16][OH:17])[O:12]2)=[C:4](Cl)[N:3]=1.[CH:19]1([NH2:22])[CH2:21][CH2:20]1>C(O)C>[NH2:1][C:2]1[N:10]=[C:9]2[C:5]([N:6]=[CH:7][N:8]2[C@H:11]2[CH2:15][O:14][C@@H:13]([CH2:16][OH:17])[O:12]2)=[C:4]([NH:22][CH:19]2[CH2:21][CH2:20]2)[N:3]=1. Reported procedure: [4(R)-(2-Amino-6-chloro-purin-9-yl)-[1,3]dioxolan-2(R)-yl]-methanol (1.2 kg, 4.5 moles), ethanol (15.2 L) and cyclopropylamine (756 g) were refluxed under nitrogen for 16 hours. The reaction was monitored for completion by HPLC. Once completed the reaction mixture was hot-filtered and allowed to cool to 0° C. slowly. The solids were filtered and subsequently recrystallized from ethanol to give [4(R)-(2-Amino-6-cyclopropylamino-purin-9-yl)-[1,3]dioxolan-2(R)-yl]-methanol (1.0 kg, 77%). The reactants are FC1=CC=C(C=C1)C(C(C=1C=NC=CC1)C=1C=NC=CC1)O (1-(4-fluorophenyl)-2,2-dipyridin-3-ylethanol), CCN(C(C)C)C(C)C (i-Pr2NEt), CS(=O)(=O)Cl (methanesulfonyl chloride). Run in C(=O)(O)[O-].[Na+] (NaHCO3), C1CCOC1 (THF). Run at time 10 hour. Yields the product CS(=O)(=O)OC(C(C=1C=NC=CC1)C=1C=NC=CC1)C1=CC=C(C=C1)F (1-(4-fluorophenyl)-2,2-dipyridin-3-ylethyl methanesulfonate). As a reaction SMILES: [F:1][C:2]1[CH:7]=[CH:6][C:5]([CH:8]([OH:22])[CH:9]([C:16]2[CH:17]=[N:18][CH:19]=[CH:20][CH:21]=2)[C:10]2[CH:11]=[N:12][CH:13]=[CH:14][CH:15]=2)=[CH:4][CH:3]=1.CCN(C(C)C)C(C)C.[CH3:32][S:33](Cl)(=[O:35])=[O:34]>C1COCC1.C([O-])(O)=O.[Na+]>[CH3:32][S:33]([O:22][CH:8]([C:5]1[CH:6]=[CH:7][C:2]([F:1])=[CH:3][CH:4]=1)[CH:9]([C:10]1[CH:11]=[N:12][CH:13]=[CH:14][CH:15]=1)[C:16]1[CH:17]=[N:18][CH:19]=[CH:20][CH:21]=1)(=[O:35])=[O:34] |f:4.5|. Procedure: To the solution of 1-(4-fluorophenyl)-2,2-dipyridin-3-ylethanol (0.2 g, 0.68 mmol) in THF (4 mL) was added i-Pr2NEt (0.4 mL, 2.3 mmol) at 0° C. followed by methanesulfonyl chloride (0.1 mL, 1.3 mmol). The reaction mixture was stirred for 10 h. Diluted with saturated NaHCO3 and extracted with CH2Cl2. The combined organic layer was dried, filtered, and concentrated to give 1-(4-fluorophenyl)-2,2-dipyridin-3-ylethyl methanesulfonate. LRMS m/z (M+H) Calcd: 373.4. found: 373.0. Isolated yield 96.0%. Reaction SMILES: [Br:1][C:2]1[CH:7]=[C:6]([F:8])[C:5]([F:9])=[CH:4][C:3]=1[OH:10].[C:11](=O)([O-])[O-].[K+].[K+].C(O[CH2:20][CH3:21])C>CN(C)C=O.C(Br)C=C>[CH2:11]([O:10][C:3]1[CH:4]=[C:5]([F:9])[C:6]([F:8])=[CH:7][C:2]=1[Br:1])[CH:20]=[CH2:21] |f:1.2.3|. Procedure details: A mixture of 79.4 gm (0.38 mole) 2-bromo-4,5-difluorophenol and 79 gm (0.57 mole) potassium carbonate in 200 mL dimethylformamide was stirred at room temperature for 30 minutes. At this point 33 mL (0.38 mMol) allyl bromide were added and the resulting mixture was stirred for 18 hours at room temperature. The reaction mixture was then diluted with diethyl ether and washed with water followed by saturated aqueous sodium chloride. The remaining organics were dried over magnesium sulfate and concen... The reactants are BrC1=C(C=C(C(=C1)F)F)O (2-bromo-4,5-difluorophenol), C([O-])([O-])=O.[K+].[K+] (potassium carbonate), C(C)OCC (diethyl ether). Reagents/catalysts: C(C=C)Br (allyl bromide). Run in CN(C=O)C (dimethylformamide). The product is C(C=C)OC1=C(C=C(C(=C1)F)F)Br (2-bromo-4,5-difluorophenyl Allyl Ether). Run at time 30 minute. Starting materials: ClC1=C(C(=C(C=C1)NC(C(C)(C)C)=O)C)C(F)(F)F (N-(4-Chloro-2-methyl-3-trifluoromethylphenyl)-2,2-dimethyl-propionamide), C(#N)[Cu] (CuCN), ice water. The solvent is CN1C(CCC1)=O (N-methylpyrrolidinone). Product: C(#N)C1=C(C(=C(C=C1)NC(C(C)(C)C)=O)C)C(F)(F)F (N-(4-Cyano-2-methyl-3-trifluoromethylphenyl)-2,2-dimethyl-propionamide). Yield: 93.2%. Reaction SMILES: Cl[C:2]1[CH:7]=[CH:6][C:5]([NH:8][C:9](=[O:14])[C:10]([CH3:13])([CH3:12])[CH3:11])=[C:4]([CH3:15])[C:3]=1[C:16]([F:19])([F:18])[F:17].[C:20]([Cu])#[N:21]>CN1CCCC1=O>[C:20]([C:2]1[CH:7]=[CH:6][C:5]([NH:8][C:9](=[O:14])[C:10]([CH3:13])([CH3:12])[CH3:11])=[C:4]([CH3:15])[C:3]=1[C:16]([F:19])([F:18])[F:17])#[N:21]. Procedure details: A suspension of compound 18B (8.36 g, 28.5 mmol) and CuCN (4.33 g, 65.5 mmol) in anhydrous N-methylpyrrolidinone (85 mL) was refluxed for 38 h. After cooling to rt, the suspension was poured into ice/water with stirring. The solid was filtered, washed with water and dried to yield an 85:15 mixture (7.55 g) of compounds 18C and 18D. Starting materials: C1=NC(=CC=2C3=CC=CC=C3NC12)C(=O)N (β-carbolin-3-carboxamide), P12(=S)SP3(=S)SP(=S)(S1)SP(=S)(S2)S3 (phosphorus pentasulfide). Run in N1=CC=CC=C1 (pyridine). Product: C1=NC(=CC=2C3=CC=CC=C3NC12)C(N)=S (β-carbolin-3-carbothioamide). As a reaction SMILES: [CH:1]1[C:13]2[NH:12][C:11]3[C:6](=[CH:7][CH:8]=[CH:9][CH:10]=3)[C:5]=2[CH:4]=[C:3]([C:14]([NH2:16])=O)[N:2]=1.P12(SP3(SP(SP(S3)(S1)=S)(=S)S2)=S)=[S:18]>N1C=CC=CC=1>[CH:1]1[C:13]2[NH:12][C:11]3[C:6](=[CH:7][CH:8]=[CH:9][CH:10]=3)[C:5]=2[CH:4]=[C:3]([C:14](=[S:18])[NH2:16])[N:2]=1. Procedure details: A stirred mixture of 5.0 g of β-carbolin-3-carboxamide dissolved in 100 ml of dry pyridine and 5.0 g of phosphorus pentasulfide is boiled under reflux for 4 hours. The cooled reaction mixture is concentrated to about 25 ml in vacuo and poured into 1 liter of ice water. After adjusting the pH of the mixture to 8.5 with aqueous ammonia, a solid is filtered off, washed thoroughly with water and dried. The substance formed (3.2 g) is recrystallized from n-butyl alcohol to form β-carbolin-3-carbothio... The reactants are ( V ), 2-aminobenzothiazoles, BrN1C(CCC1=O)=O (N-bromosuccinimide), ( IV ), ( c ), NC1=C(C=CC=C1)S (2-aminobenzenethiol), ( V ), OC=1C(NC(NC1)=O)=O (5-hydroxypyrimidine-2,4(1H,3H)-dione), ( IV ), NC1=C(C=CC=C1)S (2-aminobenzenethiol), ( V ). Run in C(C)O (ethanol). Product: N1C(NC(C2=C1SC1=C(N2)C=CC=C1)=O)=O (1,5-dihydro-2H-pyrimido[4,5-b][1,4]benzothiazine-2,4(3H)-dione), ( I ). Reaction SMILES: O[C:2]1[C:3](=[O:9])[NH:4][C:5](=[O:8])[NH:6][CH:7]=1.BrN1C(=O)CCC1=O.[NH2:18][C:19]1[CH:24]=[CH:23][CH:22]=[CH:21][C:20]=1[SH:25]>C(O)C>[NH:6]1[C:7]2[S:25][C:20]3[CH:21]=[CH:22][CH:23]=[CH:24][C:19]=3[NH:18][C:2]=2[C:3](=[O:9])[NH:4][C:5]1=[O:8]. Procedure details: Then, to a solution or suspension of a 5-hydroxypyrimidine-2,4(1H,3H)-dione derivative of formula (IV) in a reaction inert solvent is added N-bromosuccinimide portion-wise at room temperature. A preferred solvent is ethanol. The reaction mixture is stirred until the derivative of formula (IV) disappears. Then, a 2-aminobenzenethiol derivative of formula (V) is added and the mixture is heated at reflux. Certain 2-aminobenzenethiol derivatives of formula (V) are commercially available and, further... Reactants: CCCBr, CC#N, [K+], [K+], O=C([O-])[O-], COc1cccc(C=O)c1O. The product is CCCOc1c(C=O)cccc1OC. As a reaction SMILES: [Br:12][CH2:13][CH2:14][CH3:15].[CH3:22][C:23]#[N:24].[K+:16].[K+:17].[O-:18][C:19]([O-:20])=[O:21].[OH:1][c:2]1[c:3]([CH:4]=[O:5])[cH:6][cH:7][cH:8][c:9]1[O:10][CH3:11]>>[O:1]([c:2]1[c:3]([CH:4]=[O:5])[cH:6][cH:7][cH:8][c:9]1[O:10][CH3:11])[CH2:13][CH2:14][CH3:15]. Starting materials: CC(NC(=O)c1cc(CBr)cc(N(C)S(C)(=O)=O)c1)c1ccc(F)cc1, CCC(N)(CO)Cc1ccccc1, CCCCC(N)(COCc1cc(C(=O)NC(C)c2ccc(F)cc2)cc(N(C)S(C)(=O)=O)c1)Cc1ccccc1. Product: CCC(N)(COCc1cc(C(=O)NC(C)c2ccc(F)cc2)cc(N(C)S(C)(=O)=O)c1)Cc1ccccc1. RXN SMILES: [CH3:1][N:2]([c:3]1[cH:4][c:5]([C:11]([NH:12][CH:13]([c:14]2[cH:15][cH:16][c:17]([F:18])[cH:19][cH:20]2)[CH3:21])=[O:22])[cH:6][c:7]([CH2:8][Br:9])[cH:10]1)[S:23]([CH3:24])(=[O:25])=[O:26].[NH2:27][C:28]([CH2:29][c:30]1[cH:31][cH:32][cH:33][cH:34][cH:35]1)([CH2:36][CH3:37])[CH2:38][OH:39].[NH2:40][C:41]([CH2:42][O:43][CH2:44][c:45]1[cH:46][c:47]([C:48](=[O:49])[NH:50][CH:51]([CH3:52])[c:53]2[cH:54][cH:55][c:56]([F:59])[cH:57][cH:58]2)[cH:60][c:61]([N:63]([S:64](=[O:65])(=[O:66])[CH3:67])[CH3:68])[cH:62]1)([CH2:69][CH2:70][CH2:71][CH3:72])[CH2:73][c:74]1[cH:75][cH:76][cH:77][cH:78][cH:79]1>>[NH2:40][C:41]([CH2:42][O:43][CH2:44][c:45]1[cH:46][c:47]([C:48](=[O:49])[NH:50][CH:51]([CH3:52])[c:53]2[cH:54][cH:55][c:56]([F:59])[cH:57][cH:58]2)[cH:60][c:61]([N:63]([S:64](=[O:65])(=[O:66])[CH3:67])[CH3:68])[cH:62]1)([CH2:69][CH3:70])[CH2:73][c:74]1[cH:75][cH:76][cH:77][cH:78][cH:79]1. Reactants: CCOc1ccc(Cc2nc3cc(NC)ccc3n2CC2CC2)cc1, COc1ccccc1N=C=S, CN(C)C=O. Product: CCOc1ccc(Cc2nc3cc(N(C)C(=S)Nc4ccccc4OC)ccc3n2CC2CC2)cc1. Reaction SMILES: [CH:12]1([CH2:15][n:16]2[c:17]([CH2:27][c:28]3[cH:29][cH:30][c:31]([O:34][CH2:35][CH3:36])[cH:32][cH:33]3)[n:18][c:19]3[c:20]2[cH:21][cH:22][c:23]([NH:25][CH3:26])[cH:24]3)[CH2:13][CH2:14]1.[N:1](=[C:2]=[S:3])[c:4]1[c:5]([O:10][CH3:11])[cH:6][cH:7][cH:8][cH:9]1.[O:37]=[CH:38][N:39]([CH3:40])[CH3:41]>>[NH:1]([C:2](=[S:3])[N:25]([c:23]1[cH:22][cH:21][c:20]2[n:16]([CH2:15][CH:12]3[CH2:13][CH2:14]3)[c:17]([CH2:27][c:28]3[cH:29][cH:30][c:31]([O:34][CH2:35][CH3:36])[cH:32][cH:33]3)[n:18][c:19]2[cH:24]1)[CH3:26])[c:4]1[c:5]([O:10][CH3:11])[cH:6][cH:7][cH:8][cH:9]1. Reactants: CCOC(=O)CCCOc1cccc(CCCCCCOc2cc(C(=O)OC(C)(C)C)cc(-c3cscc3C)c2)c1CCC(=O)OCC, ClCCl, O=C(O)C(F)(F)F. Reaction SMILES: [C:1]([CH3:2])([CH3:3])([CH3:4])[O:5][C:6]([c:7]1[cH:8][c:9]([O:19][CH2:20][CH2:21][CH2:22][CH2:23][CH2:24][CH2:25][c:26]2[c:27]([CH2:41][CH2:42][C:43](=[O:44])[O:45][CH2:46][CH3:47])[c:28]([O:32][CH2:33][CH2:34][CH2:35][C:36](=[O:37])[O:38][CH2:39][CH3:40])[cH:29][cH:30][cH:31]2)[cH:10][c:11](-[c:13]2[cH:14][s:15][cH:16][c:17]2[CH3:18])[cH:12]1)=[O:48].[Cl:56][CH2:57][Cl:58].[F:49][C:50]([F:51])([F:52])[C:53]([OH:54])=[O:55]>>[O:5]=[C:6]([c:7]1[cH:8][c:9]([O:19][CH2:20][CH2:21][CH2:22][CH2:23][CH2:24][CH2:25][c:26]2[c:27]([CH2:41][CH2:42][C:43](=[O:44])[O:45][CH2:46][CH3:47])[c:28]([O:32][CH2:33][CH2:34][CH2:35][C:36](=[O:37])[O:38][CH2:39][CH3:40])[cH:29][cH:30][cH:31]2)[cH:10][c:11](-[c:13]2[cH:14][s:15][cH:16][c:17]2[CH3:18])[cH:12]1)[OH:48]. The product is CCOC(=O)CCCOc1cccc(CCCCCCOc2cc(C(=O)O)cc(-c3cscc3C)c2)c1CCC(=O)OCC.